This data is from the Open Reaction Database (ORD), a public repository of structured organic reaction records. The task is: describe an organic reaction: reactants, conditions, products, and yield The reactants are OC1=CC=CC=2NN=NC21 (4-hydroxybenzotriazole), [H-].[Na+] (sodium hydride), [H-].[Na+] (sodium hydride), C(C)(C)(C)[Si](Cl)(C)C (tert-butyldimethylchlorosilane), C(C)(C)(C)[Si](Cl)(C)C (tert-butyldimethylchlorosilane), [Cl-].[NH4+] (ammonium chloride). Solvent: O1CCCC1 (tetrahydrofuran). Run at time 20 minute. The product is C(C)(C)(C)[Si](OC1=CC=CC=2NN=NC21)(C)C (4-(tert-Butyl-dimethyl-silanyloxy)-1H-benzotriazole). RXN SMILES: [OH:1][C:2]1[C:10]2[N:9]=[N:8][NH:7][C:6]=2[CH:5]=[CH:4][CH:3]=1.[H-].[Na+].[C:13]([Si:17]([CH3:20])([CH3:19])Cl)([CH3:16])([CH3:15])[CH3:14].[Cl-].[NH4+]>O1CCCC1>[C:13]([Si:17]([CH3:20])([CH3:19])[O:1][C:2]1[C:10]2[N:9]=[N:8][NH:7][C:6]=2[CH:5]=[CH:4][CH:3]=1)([CH3:16])([CH3:15])[CH3:14] |f:1.2,4.5|. Procedure details: To 4-hydroxybenzotriazole (5.000 g) in tetrahydrofuran (250 mL) was added sodium hydride (60%, 0.932 g). The solution was stirred at room temperature for 20 minutes, cooled to 0° C., tert-butyldimethylchlorosilane (5.860 g) was added, the solution was allowed to warm to room temperature, and stirred for 16 hours. Additional sodium hydride (60%, 0.500 g) was added, the solution stirred for 15 minutes, additional tert-butyldimethylchlorosilane (3.000 g) was added, and the solution stirred for thre... The reactants are ClCCCC(=O)N1CCCOC2=C1C=CC=C2 (5-(4-chlorobutyryl)-2,3,4,5-tetrahydro-1,5-benzoxazepine), FC1=CC=C(C=C1)CC1=CC=C(C=C1)C1CCNCC1 (4-[4-(4-fluorophenyl)methylphenyl]piperidine). The product is FC1=CC=C(C=C1)CC1=CC=C(C=C1)C1CCN(CC1)CCCC(=O)N1CCCOC2=C1C=CC=C2 (5-[4-(4-(4-(4-fluorophenyl)methylphenyl)piperidin-1-yl)butyryl]-2,3,4,5-tetrahydro-1,5-benzoxazepine). RXN SMILES: Cl[CH2:2][CH2:3][CH2:4][C:5]([N:7]1[C:13]2[CH:14]=[CH:15][CH:16]=[CH:17][C:12]=2[O:11][CH2:10][CH2:9][CH2:8]1)=[O:6].[F:18][C:19]1[CH:24]=[CH:23][C:22]([CH2:25][C:26]2[CH:31]=[CH:30][C:29]([CH:32]3[CH2:37][CH2:36][NH:35][CH2:34][CH2:33]3)=[CH:28][CH:27]=2)=[CH:21][CH:20]=1>>[F:18][C:19]1[CH:20]=[CH:21][C:22]([CH2:25][C:26]2[CH:31]=[CH:30][C:29]([CH:32]3[CH2:33][CH2:34][N:35]([CH2:2][CH2:3][CH2:4][C:5]([N:7]4[C:13]5[CH:14]=[CH:15][CH:16]=[CH:17][C:12]=5[O:11][CH2:10][CH2:9][CH2:8]4)=[O:6])[CH2:36][CH2:37]3)=[CH:28][CH:27]=2)=[CH:23][CH:24]=1. Procedure: The compound (16) synthesized in Reference Example 16 and the compound (7) synthesized in Reference Example 7 were used to produce the above compound in the same way as Example 1. Starting materials: CN([SiH](C)C)[Si](C)(C)C, Cc1ccccc1, C=CCOc1ccc(C(=O)Oc2ccc(O)cc2)cc1. The product is C=CCOc1ccc(C(=O)Oc2ccc(O[Si](C)(C)C)cc2)cc1. RXN SMILES: [CH3:1][SiH:2]([CH3:3])[N:8]([Si:4]([CH3:5])([CH3:6])[CH3:7])[CH3:9].[CH3:30][c:31]1[cH:32][cH:33][cH:34][cH:35][cH:36]1.[OH:10][c:11]1[cH:12][cH:13][c:14]([O:17][C:18]([c:19]2[cH:20][cH:21][c:22]([O:25][CH2:26][CH:27]=[CH2:28])[cH:23][cH:24]2)=[O:29])[cH:15][cH:16]1>>[Si:4]([CH3:5])([CH3:6])([CH3:7])[O:10][c:11]1[cH:12][cH:13][c:14]([O:17][C:18]([c:19]2[cH:20][cH:21][c:22]([O:25][CH2:26][CH:27]=[CH2:28])[cH:23][cH:24]2)=[O:29])[cH:15][cH:16]1. The reactants are P(Br)(Br)Br (PBr3), OC(C)C=1OC(C2=CC=CC=C2C1C1=CC(=NC=C1)C)=O (3-(1-hydroxyethyl)-4-(2-methylpyridin-4-yl)-1H-isochromen-1-one). Solvent: C(Cl)Cl (DCM), C(Cl)Cl (DCM). The product is Phase B, BrC(C)C=1OC(C2=CC=CC=C2C1C1=CC(=NC=C1)C)=O (3-(1-Bromoethyl)-4-(2-methylpyridin-4-yl)-1H-isochromen-1-one). Yield: 45.0%. Reaction SMILES: P(Br)(Br)[Br:2].O[CH:6]([C:8]1[O:9][C:10](=[O:25])[C:11]2[C:16]([C:17]=1[C:18]1[CH:23]=[CH:22][N:21]=[C:20]([CH3:24])[CH:19]=1)=[CH:15][CH:14]=[CH:13][CH:12]=2)[CH3:7]>C(Cl)Cl>[Br:2][CH:6]([C:8]1[O:9][C:10](=[O:25])[C:11]2[C:16]([C:17]=1[C:18]1[CH:23]=[CH:22][N:21]=[C:20]([CH3:24])[CH:19]=1)=[CH:15][CH:14]=[CH:13][CH:12]=2)[CH3:7]. Procedure: 1 M PBr3 in DCM (846 μL, 0.846 mmol) was added to of 3-(1-hydroxyethyl)-4-(2-methylpyridin-4-yl)-1H-isochromen-1-one (intermediate B13, 140 mg, 0.498 mmol) in DCM at RT. Reaction mixture was concentrated under reduced pressure and straightforward purified via reverse phase chromatography with a Biotage C18 SNAP 60 g column (Phase A, water 95%, ACN 4.5%, formic acid 0.5%); Phase B ACN 99.5%, formic acid 0.5%) to give the title compound (80 mg, 45%).